From a dataset of the Open Reaction Database (ORD), a public repository of structured organic reaction records. describe an organic reaction: reactants, conditions, products, and yield The yield is 62.1%. The reactants are [H-].[Na+] (sodium hydride), CI (methyl iodide), [Cl-].[NH4+] (ammonium chloride), COC=1C=C2C(=NC=NC2=CC1OC)N1CCC(CC1)N1C(NC2=CC=C(C=C2C1=O)[N+](=O)[O-])=O (3-[1-(6,7-dimethoxy-4-quinazolinyl)-4-piperidinyl]-1,2,3,4-tetrahydro-6-nitro-2,4-dioxoquinazoline), COC=1C=C2C(=NC=NC2=CC1OC)N1CCC(CC1)N1C(NC2=CC=C(C=C2C1=O)[N+](=O)[O-])=O (3-[1-(6,7-dimethoxy-4-quinazolinyl)-4-piperidinyl]-1,2,3,4-tetrahydro-6-nitro-2,4-dioxoquinazoline). The product is COC=1C=C2C(=NC=NC2=CC1OC)N1CCC(CC1)N1C(N(C2=CC=C(C=C2C1=O)[N+](=O)[O-])C)=O (3-[1-(6,7-Dimethoxy-4-quinazolinyl)-4-piperidinyl]-1,2,3,4-tetrahydro-1-methyl-6-nitro-2,4-dioxo-quinazoline). Procedure: In 1 ml of DMF was dissolved 239 mg (0.5 mmol) of 3-[1-(6,7-dimethoxy-4-quinazolinyl)-4-piperidinyl]-1,2,3,4-tetrahydro-6-nitro-2,4-dioxoquinazoline (Compound 24) obtained in Reference Example 6, and the solution was added dropwise to a solution of 22 mg (0.55 mmol) of 60% sodium hydride in 2 ml of DMF under ice cooling. After stirring for 20 minutes, 0.031 ml (0.5 mmol) of methyl iodide was added thereto, followed by stirring at room temperature for 1 hour. A saturated aqueous solution of ammon... Reaction SMILES: [CH3:1][O:2][C:3]1[CH:4]=[C:5]2[C:10](=[CH:11][C:12]=1[O:13][CH3:14])[N:9]=[CH:8][N:7]=[C:6]2[N:15]1[CH2:20][CH2:19][CH:18]([N:21]2[C:30](=[O:31])[C:29]3[C:24](=[CH:25][CH:26]=[C:27]([N+:32]([O-:34])=[O:33])[CH:28]=3)[NH:23][C:22]2=[O:35])[CH2:17][CH2:16]1.[H-].[Na+].[CH3:38]I.[Cl-].[NH4+]>CN(C=O)C>[CH3:1][O:2][C:3]1[CH:4]=[C:5]2[C:10](=[CH:11][C:12]=1[O:13][CH3:14])[N:9]=[CH:8][N:7]=[C:6]2[N:15]1[CH2:20][CH2:19][CH:18]([N:21]2[C:30](=[O:31])[C:29]3[C:24](=[CH:25][CH:26]=[C:27]([N+:32]([O-:34])=[O:33])[CH:28]=3)[N:23]([CH3:38])[C:22]2=[O:35])[CH2:17][CH2:16]1 |f:1.2,4.5|. The solvent is CN(C)C=O (DMF), CN(C)C=O (DMF). Run at time 20 minute.